Dataset: the Open Reaction Database (ORD), a public repository of structured organic reaction records. Task: describe an organic reaction: reactants, conditions, products, and yield Run at time 20 minute. Reported procedure: 2α,3α-Epoxy-5α-pregnane-11,20-dione (50 mg.) in dry ether was treated with ethanethiol (0.8 mls.) and BF3 etherate (3 drops). The reaction mixture was stirred at room temperature for 20 minutes; then ether (5 mls.) and potassium bicarbonate solution (10%, 2.5 ml.) were added. The ether layer was evaporated to about 5 mls. and purified by preparative t.l.c. in ethyl acetate/petroleum ether (2:1) to give a colourless oil (200 mgs.) which was triturated with acetone and petroleum ether to give the ... As a reaction SMILES: [O:1]1[C@H:3]2[CH2:4][C@H:5]3[C@:20]([CH3:22])([CH2:21][C@@H:2]12)[C@@H:19]1[C@H:8]([C@H:9]2[C@:16]([CH3:24])([CH2:17][C:18]1=[O:23])[C@@H:12]([C:13](=[O:15])[CH3:14])[CH2:11][CH2:10]2)[CH2:7][CH2:6]3.[CH2:25]([SH:27])[CH3:26].B(F)(F)F.C(=O)(O)[O-].[K+]>CCOCC>[CH2:25]([S:27][C@H:2]1[CH2:21][C@@:20]2([CH3:22])[C@@H:5]([CH2:6][CH2:7][C@@H:8]3[C@@H:19]2[C:18](=[O:23])[CH2:17][C@@:16]2([CH3:24])[C@H:9]3[CH2:10][CH2:11][C@@H:12]2[C:13](=[O:15])[CH3:14])[CH2:4][C@@H:3]1[OH:1])[CH3:26] |f:3.4|. Starting materials: O1[C@H]2[C@@H]1C[C@@H]1CC[C@H]3[C@@H]4CC[C@H](C(C)=O)[C@]4(CC([C@@H]3[C@]1(C2)C)=O)C (2α,3α-Epoxy-5α-pregnane-11,20-dione), C(C)S (ethanethiol), B(F)(F)F (BF3), C([O-])(O)=O.[K+] (potassium bicarbonate). Run in CCOCC (ether), CCOCC (ether). Yields the product C(C)S[C@@H]1[C@H](C[C@@H]2CC[C@H]3[C@@H]4CC[C@H](C(C)=O)[C@]4(CC([C@@H]3[C@]2(C1)C)=O)C)O (2β-Ethylthio-3α-hydroxy-5α-pregnane-11,20-dione). Reactants: CCOC(=O)N(CCc1cccs1)CC(=O)O, O=C(Cl)C(=O)Cl, ClCCl, CN(C)C=O. The product is CCOC(=O)N(CCc1cccs1)CC(=O)Cl. Reaction SMILES: [CH2:1]([CH3:2])[O:3][C:4](=[O:5])[N:6]([CH2:7][CH2:8][c:9]1[s:10][cH:11][cH:12][cH:13]1)[CH2:14][C:15](=[O:16])[OH:17].[Cl:23][C:24]([C:25]([Cl:26])=[O:27])=[O:28].[Cl:29][CH2:30][Cl:31].[O:18]=[CH:19][N:20]([CH3:21])[CH3:22]>>[CH2:1]([CH3:2])[O:3][C:4](=[O:5])[N:6]([CH2:7][CH2:8][c:9]1[s:10][cH:11][cH:12][cH:13]1)[CH2:14][C:15](=[O:17])[Cl:23]. Reactants: FC=1C=C(C(=O)O)C=CC1C1=NC=C(C=N1)CCCCCCCC (3-Fluoro-4-(5-n-octylpyrimidine-2-yl)benzoic acid), S(=O)(Cl)Cl (thionyl chloride). Yields the product FC=1C=C(C(=O)Cl)C=CC1C1=NC=C(C=N1)CCCCCCCC (3-fluoro-4-(5-n-octylpyrimidine-2-yl)benzoic acid chloride). As a reaction SMILES: [F:1][C:2]1[CH:3]=[C:4]([CH:8]=[CH:9][C:10]=1[C:11]1[N:16]=[CH:15][C:14]([CH2:17][CH2:18][CH2:19][CH2:20][CH2:21][CH2:22][CH2:23][CH3:24])=[CH:13][N:12]=1)[C:5](O)=[O:6].S(Cl)([Cl:27])=O>>[F:1][C:2]1[CH:3]=[C:4]([CH:8]=[CH:9][C:10]=1[C:11]1[N:16]=[CH:15][C:14]([CH2:17][CH2:18][CH2:19][CH2:20][CH2:21][CH2:22][CH2:23][CH3:24])=[CH:13][N:12]=1)[C:5]([Cl:27])=[O:6]. Reported procedure: 3-Fluoro-4-(5-n-octylpyrimidine-2-yl)benzoic acid (1.66 g) was heated together with excess thionyl chloride for 8 hours under reflux and thereafter, unaltered thionyl chloride was distilled off to obtain 3-fluoro-4-(5-n-octylpyrimidine-2-yl)benzoic acid chloride. The reactants are BrCC1=CC=2N=C(N=C(C2S1)N1CCOCC1)Cl (6-bromomethyl-2-chloro-4-morpholin-4-yl-thieno[3,2-d]pyrimidine), CS(=O)(=O)CCCN (3-methanesulfonyl-propylamine), C([O-])([O-])=O.[K+].[K+] (potassium carbonate). Run in C(C)#N (acetonitrile). Conditions: temperature 80 celsius. Yields the product ClC=1N=C(C2=C(N1)C=C(S2)CNCCCS(=O)(=O)C)N2CCOCC2 ((2-chloro-4-morpholin-4-yl-thieno[3,2-d]pyrimidin-6-ylmethyl)-(3-methanesulfonyl-propyl)-amine). As a reaction SMILES: Br[CH2:2][C:3]1[S:11][C:10]2[C:9]([N:12]3[CH2:17][CH2:16][O:15][CH2:14][CH2:13]3)=[N:8][C:7]([Cl:18])=[N:6][C:5]=2[CH:4]=1.[CH3:19][S:20]([CH2:23][CH2:24][CH2:25][NH2:26])(=[O:22])=[O:21].C(=O)([O-])[O-].[K+].[K+]>C(#N)C>[Cl:18][C:7]1[N:8]=[C:9]([N:12]2[CH2:17][CH2:16][O:15][CH2:14][CH2:13]2)[C:10]2[S:11][C:3]([CH2:2][NH:26][CH2:25][CH2:24][CH2:23][S:20]([CH3:19])(=[O:22])=[O:21])=[CH:4][C:5]=2[N:6]=1 |f:2.3.4|. Reported procedure: To a solution of 6-bromomethyl-2-chloro-4-morpholin-4-yl-thieno[3,2-d]pyrimidine (200 mg) in acetonitrile (10 mL) was added 3-methanesulfonyl-propylamine (86 mg) and potassium carbonate (317 mg) and the reaction heated at 80° C. for 16 h. After cooling to room temperature, the solvent was reduced in vacuo and the residue redissolved in dicholoromethane (20 mL). The solution was washed with saturated aqueous sodium hydrogen carbonate solution (20 mL), aqueous brine solution (2×20 mL), dried (MgSO...